This data is from the Open Reaction Database (ORD), a public repository of structured organic reaction records. The task is: describe an organic reaction: reactants, conditions, products, and yield Reactants: CN1N=CC=C1C=1C=C(C=CC1O)C1=CC=CC=C1 (3-(1-Methyl-1H-pyrazol-5-yl)biphenyl-4-ol), C([O-])([O-])=O.[K+].[K+] (potassium carbonate), FC=1C=C(C=CC1F)[N+](=O)[O-] (3,4-Difluoronitrobenzene). The solvent is C(C)(=O)OCC (ethyl acetate), CN(C=O)C (N,N-dimethylformamide). Reaction conditions: temperature 0 celsius, time 30 minute. Yields the product FC1=C(OC2=C(C=C(C=C2)C2=CC=CC=C2)C2=CC=NN2C)C=CC(=C1)[N+](=O)[O-] (5-[4-(2-Fluoro-4-nitrophenoxy)biphenyl-3-yl]-1-methyl-1H-pyrazole). Isolated yield 112.3%. Reaction SMILES: [CH3:1][N:2]1[C:6]([C:7]2[CH:8]=[C:9]([C:14]3[CH:19]=[CH:18][CH:17]=[CH:16][CH:15]=3)[CH:10]=[CH:11][C:12]=2[OH:13])=[CH:5][CH:4]=[N:3]1.C(=O)([O-])[O-].[K+].[K+].[F:26][C:27]1[CH:28]=[C:29]([N+:34]([O-:36])=[O:35])[CH:30]=[CH:31][C:32]=1F>CN(C)C=O.C(OCC)(=O)C>[F:26][C:27]1[CH:28]=[C:29]([N+:34]([O-:36])=[O:35])[CH:30]=[CH:31][C:32]=1[O:13][C:12]1[CH:11]=[CH:10][C:9]([C:14]2[CH:15]=[CH:16][CH:17]=[CH:18][CH:19]=2)=[CH:8][C:7]=1[C:6]1[N:2]([CH3:1])[N:3]=[CH:4][CH:5]=1 |f:1.2.3|. Procedure: To a stirred solution of 3-(1-Methyl-1H-pyrazol-5-yl)biphenyl-4-ol (Preparation 28, 600 mg, 2.39 mmol) in N,N-dimethylformamide (6 mL) at 0° C. was added potassium carbonate (332 mg, 2.39 mmol). The mixture was stirred for 30 minutes at 0° C. 3,4-Difluoronitrobenzene (318 mg, 1.99 mmol) was added drop wise to the reaction mixture and allowed to stir at room temperature for 16 hours. The reaction mixture was diluted with ethyl acetate (20 mL). The organic layer was washed sequentially with water ... The reactants are CC(C)(C)OC(=O)N1CC2CC2C1CN, C1CCOC1, CCOC(=O)C(F)(F)F. Yields the product CC(C)(C)OC(=O)N1CC2CC2C1CNC(=O)C(F)(F)F. RXN SMILES: [C:10]([CH3:11])([CH3:12])([CH3:13])[O:14][C:15](=[O:16])[N:17]1[CH:18]([CH2:23][NH2:24])[CH:19]2[CH2:20][CH:21]2[CH2:22]1.[CH2:25]1[O:26][CH2:27][CH2:28][CH2:29]1.[F:1][C:2]([C:3]([O:5][CH2:4][CH3:6])=[O:7])([F:8])[F:9]>>[F:1][C:2]([C:3](=[O:5])[NH:24][CH2:23][CH:18]1[N:17]([C:15]([O:14][C:10]([CH3:11])([CH3:12])[CH3:13])=[O:16])[CH2:22][CH:21]2[CH:19]1[CH2:20]2)([F:8])[F:9]. Reactants: ClC=1C=C(C=CC1OC(C)C)C1=NC(=NO1)C=1C=CC2=C(CNCCO2)C1 (7-(5-{3-Chloro-4-[(1-methylethyl)oxy]phenyl}-1,2,4-oxadiazol-3-yl)-2,3,4,5-tetrahydro-1,4-benzoxazepine), CCN(C(C)C)C(C)C (DIPEA), BrCCCC(=O)OCC (ethyl 4-bromobutanoate), CCN(C(C)C)C(C)C (DIPEA), BrCCCC(=O)OCC (ethyl 4-bromobutanoate). The solvent is C(C)#N (acetonitrile), CCOC(=O)C (EtOAc). Conditions: temperature 80 celsius. Product: ClC=1C=C(C=CC1OC(C)C)C1=NC(=NO1)C=1C=CC2=C(CN(CCO2)CCCC(=O)OCC)C1 (Ethyl 4-[7-(5-{3-chloro-4-[(1-methylethyl)oxy]phenyl}-1,2,4-oxadiazol-3-yl)-2,3-dihydro-1,4-benzoxazepin-4(5H)-yl]butanoate). Yield: 58.8%. RXN SMILES: [Cl:1][C:2]1[CH:3]=[C:4]([C:12]2[O:16][N:15]=[C:14]([C:17]3[CH:18]=[CH:19][C:20]4[O:26][CH2:25][CH2:24][NH:23][CH2:22][C:21]=4[CH:27]=3)[N:13]=2)[CH:5]=[CH:6][C:7]=1[O:8][CH:9]([CH3:11])[CH3:10].CCN(C(C)C)C(C)C.Br[CH2:38][CH2:39][CH2:40][C:41]([O:43][CH2:44][CH3:45])=[O:42]>C(#N)C.CCOC(C)=O>[Cl:1][C:2]1[CH:3]=[C:4]([C:12]2[O:16][N:15]=[C:14]([C:17]3[CH:18]=[CH:19][C:20]4[O:26][CH2:25][CH2:24][N:23]([CH2:38][CH2:39][CH2:40][C:41]([O:43][CH2:44][CH3:45])=[O:42])[CH2:22][C:21]=4[CH:27]=3)[N:13]=2)[CH:5]=[CH:6][C:7]=1[O:8][CH:9]([CH3:11])[CH3:10]. Procedure: 7-(5-{3-Chloro-4-[(1-methylethyl)oxy]phenyl}-1,2,4-oxadiazol-3-yl)-2,3,4,5-tetrahydro-1,4-benzoxazepine (0.105 g, 0.272 mmol) was stirred in acetonitrile (2 ml). DIPEA (0.095 ml, 0.544 mmol) and ethyl 4-bromobutanoate (0.058 ml, 0.408 mmol) were added and the reaction mixture heated at 80° C. under Argon for 5 hours. Additional DIPEA (0.095 ml, 0.544 mmol) and ethyl 4-bromobutanoate (0.058 ml, 0.408 mmol) were added and the reaction mixture heated at 80° C. overnight. Then the reaction mixture w...